Dataset: the Open Reaction Database (ORD), a public repository of structured organic reaction records. Task: describe an organic reaction: reactants, conditions, products, and yield The reactants are CS(=O)(=O)OCCCCCCc1ccccc1, CC(C)=O, [I-], [Na+]. The product is ICCCCCCc1ccccc1. As a reaction SMILES: [CH3:1][S:2]([O:3][CH2:6][CH2:7][CH2:8][CH2:9][CH2:10][CH2:11][c:12]1[cH:13][cH:14][cH:15][cH:16][cH:17]1)(=[O:4])=[O:5].[CH3:20][C:21](=[O:22])[CH3:23].[I-:19].[Na+:18]>>[CH2:6]([CH2:7][CH2:8][CH2:9][CH2:10][CH2:11][c:12]1[cH:13][cH:14][cH:15][cH:16][cH:17]1)[I:19]. RXN SMILES: Cl[C:2]1[C:3]([NH2:9])=[N:4][CH:5]=[N:6][C:7]=1Cl.[OH:10][CH2:11][C@@H:12]1[O:17][CH2:16][CH2:15][N:14]([C:18]([O:20]C(C)(C)C)=O)[CH2:13]1.CC1(C)C(C)(C)OB([C:33]2[CH:47]=[CH:46][C:36]([O:37][C:38]3[CH:45]=[CH:44][C:41]([C:42]#[N:43])=[CH:40][CH:39]=3)=[CH:35][CH:34]=2)O1.[C:49](Cl)(=O)[CH:50]=C>>[C:18]([N:14]1[CH2:15][CH2:16][O:17][C@@H:12]([CH2:11][O:10][C:7]2[C:2]([C:33]3[CH:47]=[CH:46][C:36]([O:37][C:38]4[CH:45]=[CH:44][C:41]([C:42]#[N:43])=[CH:40][CH:39]=4)=[CH:35][CH:34]=3)=[C:3]([NH2:9])[N:4]=[CH:5][N:6]=2)[CH2:13]1)(=[O:20])[CH:49]=[CH2:50]. The product is C(C=C)(=O)N1C[C@@H](OCC1)COC1=NC=NC(=C1C1=CC=C(OC2=CC=C(C#N)C=C2)C=C1)N ((R)-4-(4-(4-((4-acryloylmorpholin-2-yl)methoxy)-6-aminopyrimidin-5-yl)phenoxy)benzonitrile). The reactants are ClC=1C(=NC=NC1Cl)N (5,6-dichloropyrimidin-4-amine), OC[C@H]1CN(CCO1)C(=O)OC(C)(C)C ((R)-tert-butyl 2-(hydroxymethyl)morpholine-4-carboxylate), CC1(OB(OC1(C)C)C1=CC=C(OC2=CC=C(C#N)C=C2)C=C1)C (4-(4-(4,4,5,5-tetramethyl-1,3,2-dioxaborolan-2-yl)phenoxy)benzonitrile), C(C=C)(=O)Cl (acryloyl chloride). Procedure: (R)-4-(4-(4-((4-acryloylmorpholin-2-yl)methoxy)-6-aminopyrimidin-5-yl)phenoxy)benzonitrile was prepared from 5,6-dichloropyrimidin-4-amine, (R)-tert-butyl 2-(hydroxymethyl)morpholine-4-carboxylate, 4-(4-(4,4,5,5-tetramethyl-1,3,2-dioxaborolan-2-yl)phenoxy)benzonitrile, and acryloyl chloride using methods A, C, D, and F. HPLC: 99%. MS: m/z=458 [M+H]+. Starting materials: NC1=NN2C(N=CC(=C2)F)=C1C(=O)NC=1C=NC=C(C1N1CCNCC1)Cl (2-amino-N-(5-chloro-4-(piperazin-1-yl)pyridin-3-yl)-6-fluoropyrazolo[1,5-a]pyrimidine-3-carboxamide), O1CC(C1)=O (oxetan-3-one), NC1=NN2C(N=CC(=C2)CC#N)=C1C(=O)ON1N=NC2=C1C=CC=C2 (1H-benzo[d][1,2,3]triazol-1-yl 2-amino-6-(cyanomethyl)pyrazolo[1,5-a]pyrimidine-3-carboxylate). The solvent is C1CCOC1 (THF). Reaction conditions: time 4 hour. Product: NC1=NN2C(N=CC(=C2)F)=C1C(=O)NC=1C=NC=C(C1N1CCN(CC1)C1COC1)Cl (2-amino-N-(5-chloro-4-(4-(oxetan-3-yl)piperazin-1-yl)pyridin-3-yl)-6-fluoropyrazolo[1,5-a]pyrimidine-3-carboxamide). Reaction SMILES: [NH2:1][C:2]1[C:11]([C:12]([NH:14][C:15]2[CH:16]=[N:17][CH:18]=[C:19]([Cl:27])[C:20]=2[N:21]2[CH2:26][CH2:25][NH:24][CH2:23][CH2:22]2)=[O:13])=[C:5]2[N:6]=[CH:7][C:8]([F:10])=[CH:9][N:4]2[N:3]=1.[O:28]1[CH2:31][C:30](=O)[CH2:29]1.NC1C(C(ON2C3C=CC=CC=3N=N2)=O)=C2N=CC(CC#N)=CN2N=1>C1COCC1>[NH2:1][C:2]1[C:11]([C:12]([NH:14][C:15]2[CH:16]=[N:17][CH:18]=[C:19]([Cl:27])[C:20]=2[N:21]2[CH2:26][CH2:25][N:24]([CH:30]3[CH2:31][O:28][CH2:29]3)[CH2:23][CH2:22]2)=[O:13])=[C:5]2[N:6]=[CH:7][C:8]([F:10])=[CH:9][N:4]2[N:3]=1. Procedure details: To a solution of 2-amino-N-(5-chloro-4-(piperazin-1-yl)pyridin-3-yl)-6-fluoropyrazolo[1,5-a]pyrimidine-3-carboxamide (51 mg, 0.13 mmol) (synthesized according to a procedure similar to Example 2) in THF (4 mL) was added oxetan-3-one (14.31 mg, 11.63 μL, 0.1986 mmol) and triacetoxyborohydride (Sodium Ion (1)) (56.12 mg, 0.2648 mmol), and the mixture was stirred at rt for 4 h. The reaction mixture was partitioned between an aqueous saturated solution of NaHCO3 and ethyl acetate. The organic extrac... Starting materials: OC12C#CC=CC#CC(C(=CCC1)C2=O)O (1,8-dihydroxy-bicyclo[7.3.1]-trideca-4,9-diene-2,6-diyn-13-one), product, CN(C)C1=NC=CC=C1 (dimethylaminopyridine), C(C)(=O)OC(C)=O (acetic anhydride). Run in N1=CC=CC=C1 (pyridine), N1=CC=CC=C1 (pyridine). Conditions: time 30 minute. Yields the product C(C)(=O)OC1C#CC=CC#CC2(CCC=C1C2=O)O (8-Acetoxy-1-hydroxy-bicyclo[7.3.1]trideca-4,9-diene-2,6-diyn-13-one). Isolated yield 85.0%. Reaction SMILES: [OH:1][C:2]12[C:14](=[O:15])[C:10](=[CH:11][CH2:12][CH2:13]1)[CH:9]([OH:16])[C:8]#[C:7][CH:6]=[CH:5][C:4]#[C:3]2.CN(C1C=CC=CN=1)C.[C:26](OC(=O)C)(=[O:28])[CH3:27]>N1C=CC=CC=1>[C:26]([O:16][CH:9]1[C:10]2[C:14](=[O:15])[C:2]([OH:1])([CH2:13][CH2:12][CH:11]=2)[C:3]#[C:4][CH:5]=[CH:6][C:7]#[C:8]1)(=[O:28])[CH3:27]. Procedure: To a solution of 1,8-dihydroxy-bicyclo[7.3.1]-trideca-4,9-diene-2,6-diyn-13-one (product of Example 4, 32 mg, 0.149 mmol) in 1 ml of pyridine was added dimethylaminopyridine and 1 eq of acetic anhydride (14 ul, 0.149 mmol). The reaction mixture was stirred at ambient temperature for 30 minutes and then pyridine was stripped off on rotovap and on high vacuum. This residue was purified on a silica gel column using 10% and 20% ethyl acetate/hexane mixture as the solvent system. The title compound w... Starting materials: CSCCNC=1C=C(C=CC1)C1=CC=C(C=C1)C(F)(F)F (N-[2-(methylthio)ethyl]-N-[4′-(trifluoromethyl)-1,1′-biphenyl-3-yl]amine), BrCC1=CC(=C(OCC(=O)OC)C=C1)C (methyl [4-(bromomethyl)-2-methylphenoxy]acetate), C(C)(C)N(C(C)C)CC (N,N-diisopropyethylamine), resultant mixture. Solvent: CC#N (MeCN). Run at time 3 hour. Yields the product CC1=C(OCC(=O)OC)C=CC(=C1)CN(C=1C=C(C=CC1)C1=CC=C(C=C1)C(F)(F)F)CCSC (Methyl [2-methyl-4-({[2-(methylthio)ethyl][4′-(trifluoromethyl)-1,1′-biphenyl-3-yl]amino}methyl)phenoxy]acetate). The yield is 57.2%. RXN SMILES: [CH3:1][S:2][CH2:3][CH2:4][NH:5][C:6]1[CH:7]=[C:8]([C:12]2[CH:17]=[CH:16][C:15]([C:18]([F:21])([F:20])[F:19])=[CH:14][CH:13]=2)[CH:9]=[CH:10][CH:11]=1.Br[CH2:23][C:24]1[CH:35]=[CH:34][C:27]([O:28][CH2:29][C:30]([O:32][CH3:33])=[O:31])=[C:26]([CH3:36])[CH:25]=1.C(N(CC)C(C)C)(C)C>CC#N>[CH3:36][C:26]1[CH:25]=[C:24]([CH2:23][N:5]([CH2:4][CH2:3][S:2][CH3:1])[C:6]2[CH:7]=[C:8]([C:12]3[CH:17]=[CH:16][C:15]([C:18]([F:19])([F:20])[F:21])=[CH:14][CH:13]=3)[CH:9]=[CH:10][CH:11]=2)[CH:35]=[CH:34][C:27]=1[O:28][CH2:29][C:30]([O:32][CH3:33])=[O:31]. Procedure: To a solution of N-[2-(methylthio)ethyl]-N-[4′-(trifluoromethyl)-1,1′-biphenyl-3-yl]amine (0.27 g, 0.864 mmol) in anhydrous MeCN (22 mL) under nitrogen at room temperature was added methyl [4-(bromomethyl)-2-methylphenoxy]acetate (0.248 g, 0.864 mmol) and N,N-diisopropyethylamine (0.15 mL, 0.864 mmol). The resultant mixture was heated to reflux and stirred for 3 h. The reaction mixture was allowed to cool to room temperature and the solvent was removed in vacuo. The residue was partitioned betwe...